From a dataset of the Open Reaction Database (ORD), a public repository of structured organic reaction records. describe an organic reaction: reactants, conditions, products, and yield Reactants: CC(C)(C)OC(=O)n1ccc2cc(OCc3ccccc3)ccc21, CCO, O=C[O-], [NH4+]. Yields the product CC(C)(C)OC(=O)n1ccc2cc(O)ccc21. RXN SMILES: [C:1]([CH3:2])([CH3:3])([CH3:4])[O:5][C:6](=[O:7])[n:8]1[cH:9][cH:10][c:11]2[cH:12][c:13]([O:17][CH2:18][c:19]3[cH:20][cH:21][cH:22][cH:23][cH:24]3)[cH:14][cH:15][c:16]12.[CH3:29][CH2:30][OH:31].[CH:25]([O-:26])=[O:27].[NH4+:28]>>[C:1]([CH3:2])([CH3:3])([CH3:4])[O:5][C:6](=[O:7])[n:8]1[cH:9][cH:10][c:11]2[cH:12][c:13]([OH:17])[cH:14][cH:15][c:16]12. Starting materials: OC1=CC=C(C(=O)C2=CC=CC=C2)C=C1 (4-hydroxybenzophenone), C(C=C)Br (allyl bromide), C(=O)([O-])[O-].[K+].[K+] (K2CO3), C(C=C)Br (Allyl bromide). Solvent: CC(CC)=O (2-butanone), 2L. Run at temperature 65 celsius, time 6.5 hour. Product: C(C=C)OC1=CC=C(C(=O)C2=CC=CC=C2)C=C1 (4-allyloxybenzophenone). As a reaction SMILES: [OH:1][C:2]1[CH:15]=[CH:14][C:5]([C:6]([C:8]2[CH:13]=[CH:12][CH:11]=[CH:10][CH:9]=2)=[O:7])=[CH:4][CH:3]=1.C([O-])([O-])=O.[K+].[K+].[CH2:22](Br)[CH:23]=[CH2:24]>CC(=O)CC>[CH2:24]([O:1][C:2]1[CH:3]=[CH:4][C:5]([C:6]([C:8]2[CH:13]=[CH:12][CH:11]=[CH:10][CH:9]=2)=[O:7])=[CH:14][CH:15]=1)[CH:23]=[CH2:22] |f:1.2.3|. Procedure: 4-hydroxybenzophenone (186.7 g, 940 mmol, Fluka Chemical) was dissolved in 2-butanone (700 mL, Fisher Scientific) in a 2L four-necked flask equipped with a mechanical stirrer, reflux condenser, addition funnel and internal temperature probe. K2CO3 (195 g, 1.41 mol, Aldrich Chemical) was added to the reactor, and the contents was placed under a slow N2 purge. Allyl bromide (123 mL, 1.41 mol, Aldrich Chemical) was charged to the addition funnel. The pot temperature was raised to 65° C., at which p... Starting materials: C(C1=CC=CC=C1)Cl (benzyl chloride), C([O-])([O-])=O.[Na+].[Na+] (sodium carbonate), OC1=C(C=O)C=CC(=C1)O (2,4-Dihydroxybenzaldehyde). The solvent is C(C)O (ethanol). Yields the product C(C1=CC=CC=C1)OC1=C(C=O)C=CC(=C1)OCC1=CC=CC=C1 (2,4-dibenzyloxybenzaldehyde). Isolated yield 60.0%. As a reaction SMILES: [OH:1][C:2]1[CH:9]=[C:8](O)[CH:7]=[CH:6][C:3]=1[CH:4]=[O:5].[CH2:11](Cl)[C:12]1[CH:17]=[CH:16][CH:15]=[CH:14][CH:13]=1.[C:19](=[O:22])([O-])[O-].[Na+].[Na+]>C(O)C>[CH2:11]([O:1][C:2]1[CH:9]=[C:8]([O:22][CH2:19][C:2]2[CH:9]=[CH:8][CH:7]=[CH:6][CH:3]=2)[CH:7]=[CH:6][C:3]=1[CH:4]=[O:5])[C:12]1[CH:17]=[CH:16][CH:15]=[CH:14][CH:13]=1 |f:2.3.4|. Procedure: 2,4-Dihydroxybenzaldehyde (14.5 g) was dissolved in ethanol (60 ml) and then thereto were added benzyl chloride (30 ml) and sodium carbonate (1.7 g), followed by reflux under heating for 5 hours. Insoluble matters were removed by filtration. The filtrate was allowed to stand for cooling and then the produced solid was collected by filtration and recrystallized from ethanol to obtain 2,4-dibenzyloxybenzaldehyde (20 g, yield 60%). Melting point: 89°-90° C. Reactants: CC(C)(C)[O-], CN(C)c1ccncc1, [K+], Nc1ccc([N+](=O)[O-])cc1, C1CCOC1. Product: O=C1OCCCN1c1ccc([N+](=O)[O-])cc1. As a reaction SMILES: [CH3:16][C:17]([CH3:18])([O-:19])[CH3:20].[CH3:22][N:23]([CH3:24])[c:25]1[cH:26][cH:27][n:28][cH:29][cH:30]1.[K+:21].[N+:1](=[O:2])([O-:3])[c:4]1[cH:5][cH:6][c:7]([NH2:8])[cH:9][cH:10]1.[O:11]1[CH2:12][CH2:13][CH2:14][CH2:15]1>>[N+:1](=[O:2])([O-:3])[c:4]1[cH:5][cH:6][c:7]([N:8]2[C:12](=[O:19])[O:11][CH2:15][CH2:14][CH2:13]2)[cH:9][cH:10]1. Reactants: NC1=C2CCN(CC2=CC=C1)C (5-amino-2-methyl-1,2,3,4-tetrahydroisoquinoline), C(C)(C)(C)C1=CC(=C(C(=O)O)C=C1Cl)OC (4-tert-butyl-2-methoxy-5-chlorobenzoic acid). Yields the product Cl.CN1CC2=CC=CC(=C2CC1)NC(C1=C(C=C(C(=C1)Cl)C(C)(C)C)OC)=O (N-(2-Methyl-1,2,3,4-tetrahydroisoquinolin-5-yl)-4-tert-butyl-2-methoxy-5-chloro-benzamide, Hydrochloride). Reaction SMILES: [NH2:1][C:2]1[CH:11]=[CH:10][CH:9]=[C:8]2[C:3]=1[CH2:4][CH2:5][N:6]([CH3:12])[CH2:7]2.[C:13]([C:17]1[C:25]([Cl:26])=[CH:24][C:20]([C:21](O)=[O:22])=[C:19]([O:27][CH3:28])[CH:18]=1)([CH3:16])([CH3:15])[CH3:14]>>[ClH:26].[CH3:12][N:6]1[CH2:5][CH2:4][C:3]2[C:8](=[CH:9][CH:10]=[CH:11][C:2]=2[NH:1][C:21](=[O:22])[C:20]2[CH:24]=[C:25]([Cl:26])[C:17]([C:13]([CH3:14])([CH3:15])[CH3:16])=[CH:18][C:19]=2[O:27][CH3:28])[CH2:7]1 |f:2.3|. Reported procedure: The title compound was prepared in an analogous manner to Example 1 from 5-amino-2-methyl-1,2,3,4-tetrahydroisoquinoline and 4-tert-butyl-2-methoxy-5-chlorobenzoic acid. Starting materials: NC=1SC=CC1C(C1=CC=CC=C1)=O (2-Amino-3-benzoyl-thiophene), BrC(C(=O)Br)(C)C (2-bromo-2-methylpropanoyl bromide), compound 3, [H][H] (hydrogen). Product: C(C1=CC=CC=C1)(=O)C1=C(SC=C1)NC(C(C)(C)Br)=O (3-Benzoyl-2-(2-bromo-2-methylpropanoylamino)-thiophene). The yield is 86.0%. RXN SMILES: [NH2:1][C:2]1[S:3][CH:4]=[CH:5][C:6]=1[C:7](=[O:14])[C:8]1[CH:13]=[CH:12][CH:11]=[CH:10][CH:9]=1.[H][H].[Br:17][C:18]([CH3:23])([CH3:22])[C:19](Br)=[O:20]>>[C:7]([C:6]1[CH:5]=[CH:4][S:3][C:2]=1[NH:1][C:19](=[O:20])[C:18]([Br:17])([CH3:23])[CH3:22])(=[O:14])[C:8]1[CH:13]=[CH:12][CH:11]=[CH:10][CH:9]=1. Procedure: 1.0 g 2-Amino-3-benzoyl-thiophene (compound 3 wherein R3 is hydrogen) was acylated with 2-bromo-2-methylpropanoyl bromide to give 1.49 g (86%) of the title compound. Starting materials: CCO, Cl, Nc1ncccc1OCc1ccccc1F, CCOC(=N)Cc1ccccc1. Yields the product Cl, N=C(Cc1ccccc1)Nc1ncccc1OCc1ccccc1F. Reaction SMILES: [CH3:30][CH2:31][OH:32].[ClH:17].[NH2:1][c:2]1[n:3][cH:4][cH:5][cH:6][c:7]1[O:8][CH2:9][c:10]1[c:11]([F:16])[cH:12][cH:13][cH:14][cH:15]1.[c:18]1([CH2:24][C:25]([O:26][CH2:27][CH3:28])=[NH:29])[cH:19][cH:20][cH:21][cH:22][cH:23]1>>[ClH:17].[NH:1]([c:2]1[n:3][cH:4][cH:5][cH:6][c:7]1[O:8][CH2:9][c:10]1[c:11]([F:16])[cH:12][cH:13][cH:14][cH:15]1)[C:25]([CH2:24][c:18]1[cH:19][cH:20][cH:21][cH:22][cH:23]1)=[NH:29].